This data is from the Open Reaction Database (ORD), a public repository of structured organic reaction records. The task is: describe an organic reaction: reactants, conditions, products, and yield The reactants are C(C1=CC=CC=C1)N(C(=O)OC(C)(C)C)C1CC2=C(CCC1)C=CC(=C2)OC(F)(F)F (N-benzyl-N-tert-butoxycarbonyl-(3-trifluoromethoxy-6,7,8,9-tetrahydro-5H-benzocyclohepten-6-yl)amine), C1(=CC=CC=C1)B(O)O (phenylboronic acid), C([O-])([O-])=O.[Na+].[Na+] (sodium carbonate). The reagents and catalysts are C=1C=CC(=CC1)[P](C=2C=CC=CC2)(C=3C=CC=CC3)[Pd]([P](C=4C=CC=CC4)(C=5C=CC=CC5)C=6C=CC=CC6)([P](C=7C=CC=CC7)(C=8C=CC=CC8)C=9C=CC=CC9)[P](C=1C=CC=CC1)(C=1C=CC=CC1)C=1C=CC=CC1 (tetrakis(triphenylphosphine)palladium(0)). Run in O (water), C1(=CC=CC=C1)C (toluene), O (water). Conditions: temperature 80 celsius, time 3.5 hour. The product is C(C1=CC=CC=C1)N(C1CC2=C(CCC1)C=CC(=C2)C2=CC=CC=C2)C(=O)OC(C)(C)C (N-benzyl-N-(3-phenyl-6,7,8,9-tetrahydro-5H-benzocyclohepten-6-yl)-tert-butoxycarbonylamine). Isolated yield 115.5%. As a reaction SMILES: [CH2:1]([N:8]([CH:16]1[CH2:22][CH2:21][CH2:20][C:19]2[CH:23]=[CH:24][C:25](OC(F)(F)F)=[CH:26][C:18]=2[CH2:17]1)[C:9]([O:11][C:12]([CH3:15])([CH3:14])[CH3:13])=[O:10])[C:2]1[CH:7]=[CH:6]C=[CH:4][CH:3]=1.[C:32]1(B(O)O)[CH:37]=[CH:36][CH:35]=[CH:34][CH:33]=1.[C:41](=O)([O-])[O-].[Na+].[Na+]>C1(C)C=CC=CC=1.O.C1C=CC([P]([Pd]([P](C2C=CC=CC=2)(C2C=CC=CC=2)C2C=CC=CC=2)([P](C2C=CC=CC=2)(C2C=CC=CC=2)C2C=CC=CC=2)[P](C2C=CC=CC=2)(C2C=CC=CC=2)C2C=CC=CC=2)(C2C=CC=CC=2)C2C=CC=CC=2)=CC=1>[CH2:1]([N:8]([C:9]([O:11][C:12]([CH3:13])([CH3:14])[CH3:15])=[O:10])[CH:16]1[CH2:22][CH2:21][CH2:20][C:19]2[CH:23]=[CH:24][C:25]([C:32]3[CH:37]=[CH:36][CH:35]=[CH:34][CH:33]=3)=[CH:26][C:18]=2[CH2:17]1)[C:2]1[CH:3]=[CH:4][CH:41]=[CH:6][CH:7]=1 |f:2.3.4,^1:58,60,79,98|. Procedure: To a suspension of N-benzyl-N-tert-butoxycarbonyl-(3-trifluoromethoxy-6,7,8,9-tetrahydro-5H-benzocyclohepten-6-yl)amine (500 mg) in toluene (6 ml) and water (2 ml) were added phenylboronic acid (122 mg), sodium carbonate (210 mg) and tetrakis(triphenylphosphine)palladium(0) (35 mg), and the mixture was stirred at 80° C. for 3.5 hours. The resulting mixture was poured into water and extracted with ethyl acetate. The organic layer was washed with brine, dried over anhydrous magnesium sulfate and e...